Dataset: the Open Reaction Database (ORD), a public repository of structured organic reaction records. Task: describe an organic reaction: reactants, conditions, products, and yield Reactants: C[SiH](C)OCC1(C)OCC(CC=CCCCC(=O)O)C(C(C)(C)C)O1, O=C([O-])[O-], CI, CN(C)C=O, [K+], [K+], O. Yields the product COC(=O)CCCC=CCC1COC(C)(CO[SiH](C)C)OC1C(C)(C)C. As a reaction SMILES: [C:1]([CH3:2])([CH3:3])([CH3:4])[CH:5]1[O:6][C:7]([CH3:20])([CH2:21][O:22][SiH:23]([CH3:24])[CH3:25])[O:8][CH2:9][CH:10]1[CH2:11][CH:12]=[CH:13][CH2:14][CH2:15][CH2:16][C:17](=[O:18])[OH:19].[C:26](=[O:27])([O-:28])[O-:29].[CH3:32][I:33].[CH3:35][N:36]([CH3:37])[CH:38]=[O:39].[K+:30].[K+:31].[OH2:34]>>[C:1]([CH3:2])([CH3:3])([CH3:4])[CH:5]1[O:6][C:7]([CH3:20])([CH2:21][O:22][SiH:23]([CH3:24])[CH3:25])[O:8][CH2:9][CH:10]1[CH2:11][CH:12]=[CH:13][CH2:14][CH2:15][CH2:16][C:17](=[O:18])[O:19][CH3:26]. Reactants: [Li+].CC(C)[N-]C(C)C (LDA), C(C)(C)OC1=C(C(=NC(=C1)OC(C)C)C(F)(F)F)C(=O)OCC (Ethyl 4,6-diisopropoxy-2-(trifluoromethyl)-3-pyridinecarboxylate), O (water), ClC(=O)OCC (ethyl chloroformate). The solvent is COCCOC (DME), COCCOC (DME). Reaction conditions: time 10 minute. Product: C(C)(C)OC1=NC(=C(C(=C1C(=O)OCC)OC(C)C)C(=O)OCC)C(F)(F)F (Diethyl 2,4-diisopropoxy-6-(trifluoromethyl)-3,5-pyridinedicarboxylate). Isolated yield 34.2%. As a reaction SMILES: [Li+].CC([N-]C(C)C)C.[CH:9]([O:12][C:13]1[CH:18]=[C:17]([O:19][CH:20]([CH3:22])[CH3:21])[N:16]=[C:15]([C:23]([F:26])([F:25])[F:24])[C:14]=1[C:27]([O:29][CH2:30][CH3:31])=[O:28])([CH3:11])[CH3:10].Cl[C:33]([O:35][CH2:36][CH3:37])=[O:34].O>COCCOC>[CH:20]([O:19][C:17]1[C:18]([C:33]([O:35][CH2:36][CH3:37])=[O:34])=[C:13]([O:12][CH:9]([CH3:10])[CH3:11])[C:14]([C:27]([O:29][CH2:30][CH3:31])=[O:28])=[C:15]([C:23]([F:24])([F:26])[F:25])[N:16]=1)([CH3:22])[CH3:21] |f:0.1|. Procedure: To a -78° C. solution of 0.021 mol of LDA in DME (30 ml) was added a solution of 4.65 g (0.014 mol) of product of Example 6 in 20 ml of DME. The resulting solution was stirred for 10 minutes and treated with 2.7 ml (0.035 mol) of ethyl chloroformate. After stirring at -78° C. for 30 minutes the reaction mixture was warmed to room temperature in 30 minutes and poured into 50 ml of water. The mixture was extracted with ether. The ether extract was washed with 10% K2CO3, dried over CaSO4 and concen... Starting materials: NC(=O)[C@H]1N([C@H](CC1)C1=CC(=CC=C1)OCC1=CC=CC=C1)C(=O)OC(C)(C)C (1,1-dimethylethyl (2S,5R)-2-(aminocarbonyl)-5-{3-[(phenylmethyl)oxy]phenyl}-1-pyrrolidinecarboxylate), C(C)(=O)Cl (acetyl chloride). Run in C(C)(=O)OCC (ethyl acetate), CO (methanol). Conditions: time 1.5 hour. Yields the product Cl.C1(=CC=CC=C1)COC=1C=C(C=CC1)[C@H]1CC[C@H](N1)C(=O)N ((5R)-5-{3-[(phenylmethyl)oxy]phenyl}-L-prolinamide hydrochloride). Yield: 60.0%. Reaction SMILES: [NH2:1][C:2]([C@@H:4]1[CH2:8][CH2:7][C@H:6]([C:9]2[CH:14]=[CH:13][CH:12]=[C:11]([O:15][CH2:16][C:17]3[CH:22]=[CH:21][CH:20]=[CH:19][CH:18]=3)[CH:10]=2)[N:5]1C(OC(C)(C)C)=O)=[O:3].C([Cl:33])(=O)C>C(OCC)(=O)C.CO>[ClH:33].[C:17]1([CH2:16][O:15][C:11]2[CH:10]=[C:9]([C@@H:6]3[NH:5][C@H:4]([C:2]([NH2:1])=[O:3])[CH2:8][CH2:7]3)[CH:14]=[CH:13][CH:12]=2)[CH:18]=[CH:19][CH:20]=[CH:21][CH:22]=1 |f:4.5|. Procedure details: To a solution of 1,1-dimethylethyl (2S,5R)-2-(aminocarbonyl)-5-{3-[(phenylmethyl)oxy]phenyl}-1-pyrrolidinecarboxylate (D54, 142 mg, 0.358 mmol) in a mixture of ethyl acetate (2.3 ml) and methanol (0.23 ml) was added acetyl chloride (64 μl, 2.5 eq) at 0° C. The mixture was shaken for 1.5 h and slowly allowed to warm to room temperature. After evaporating the solvent, the residue was triturated with diethyl ether to afford the title compound as a white solid (71 mg, 60%); Rt (HPLC): 3.51 min. MS: ... Starting materials: C(C)(C)(C)C=1C=C(C(=C(C1)C1=CC=C(C=C1)OC(F)(F)F)O)C=O (5-(tert-butyl)-2-hydroxy-4′-(trifluoromethoxy)-[1,1′-biphenyl]-3-carbaldehyde), ClC1=C(C=C(C=C1)B(O)O)F (4-chloro-3-fluorophenylboronic acid), BrC=1C(=C(C=O)C=C(C1)C(C)(C)C)O (3-bromo-5-(tert-butyl)-2-hydroxybenzaldehyde), BrC=1C(=C(C=O)C=C(C1)C(C)(C)C)O (3-bromo-5-(tert-butyl)-2-hydroxybenzaldehyde). The product is C(C)(C)(C)C=1C=C(C(=C(C1)C1=CC(=C(C=C1)Cl)F)O)C=O (5-(tert-Butyl)-4′-chloro-3′-fluoro-2-hydroxy-[1,1′-biphenyl]-3-carbaldehyde). As a reaction SMILES: C(C1C=C(C=O)C(O)=C(C2C=CC(OC(F)(F)F)=CC=2)C=1)(C)(C)C.Br[C:26]1[C:27]([OH:38])=[C:28]([CH:31]=[C:32]([C:34]([CH3:37])([CH3:36])[CH3:35])[CH:33]=1)[CH:29]=[O:30].[Cl:39][C:40]1[CH:45]=[CH:44][C:43](B(O)O)=[CH:42][C:41]=1[F:49]>>[C:34]([C:32]1[CH:31]=[C:28]([CH:29]=[O:30])[C:27]([OH:38])=[C:26]([C:43]2[CH:44]=[CH:45][C:40]([Cl:39])=[C:41]([F:49])[CH:42]=2)[CH:33]=1)([CH3:37])([CH3:36])[CH3:35]. Reported procedure: 5-(tert-Butyl)-4′-chloro-3′-fluoro-2-hydroxy-[1,1′-biphenyl]-3-carbaldehyde was prepared as a yellow oil using the procedure described in Intermediate 5 from 3-bromo-5-(tert-butyl)-2-hydroxybenzaldehyde (Intermediate 4) and 4-chloro-3-fluorophenylboronic acid. Product: COc1ccc(C(C#N)(CCCBr)C(C)C)cc1OC. Reactants: Br, O=C([O-])[O-], C=CCC(C#N)(c1ccc(OC)c(OC)c1)C(C)C, C1CCCCC1, CCCCCC, [K+], [K+], CC(C)(C#N)N=NC(C)(C)C#N. RXN SMILES: [BrH:32].[C:33](=[O:34])([O-:35])[O-:36].[CH2:1]([CH:2]=[CH2:3])[C:4]([c:5]1[cH:6][c:7]([O:13][CH3:14])[c:8]([O:11][CH3:12])[cH:9][cH:10]1)([CH:15]([CH3:16])[CH3:17])[C:18]#[N:19].[CH2:39]1[CH2:40][CH2:41][CH2:42][CH2:43][CH2:44]1.[CH3:45][CH2:46][CH2:47][CH2:48][CH2:49][CH3:50].[K+:37].[K+:38].[N:20]#[C:21][C:22]([N:23]=[N:24][C:25]([C:26]#[N:27])([CH3:28])[CH3:29])([CH3:30])[CH3:31]>>[CH2:1]([CH2:2][CH2:3][Br:32])[C:4]([c:5]1[cH:6][c:7]([O:13][CH3:14])[c:8]([O:11][CH3:12])[cH:9][cH:10]1)([CH:15]([CH3:16])[CH3:17])[C:18]#[N:19]. Reactants: Cc1cc2c(s1)Nc1ccccc1NC2=S, CO, ClCCl, ClCCl, COS(=O)(=O)C(F)(F)F, c1ccncc1, c1cc(CCC2CNCCN2)cs1, c1csc(CCC2CNCCN2)c1. Yields the product Cc1cc2c(s1)Nc1ccccc1N=C2N1CCNC(CCc2ccsc2)C1. RXN SMILES: [CH3:10][c:11]1[cH:12][c:13]2[c:19]([s:20]1)[NH:18][c:17]1[c:16]([cH:24][cH:23][cH:22][cH:21]1)[NH:15][C:14]2=[S:25].[CH3:58][OH:59].[Cl:52][CH2:53][Cl:54].[Cl:55][CH2:56][Cl:57].[F:1][C:2]([F:3])([F:4])[S:5]([O:6][CH3:7])(=[O:8])=[O:9].[cH:60]1[cH:61][cH:62][n:63][cH:64][cH:65]1.[s:26]1[cH:27][c:28]([CH2:31][CH2:32][CH:33]2[NH:34][CH2:35][CH2:36][NH:37][CH2:38]2)[cH:29][cH:30]1.[s:39]1[cH:40][cH:41][cH:42][c:43]1[CH2:44][CH2:45][CH:46]1[CH2:47][NH:48][CH2:49][CH2:50][NH:51]1>>[CH3:10][c:11]1[cH:12][c:13]2[c:19]([s:20]1)[NH:18][c:17]1[c:16]([cH:24][cH:23][cH:22][cH:21]1)[N:15]=[C:14]2[N:37]1[CH2:36][CH2:35][NH:34][CH:33]([CH2:32][CH2:31][c:28]2[cH:27][s:26][cH:30][cH:29]2)[CH2:38]1.